From a dataset of the Open Reaction Database (ORD), a public repository of structured organic reaction records. describe an organic reaction: reactants, conditions, products, and yield Starting materials: ClCCCC(=O)N(OC)C (4-chloro-N-methyl-N-(methyloxy)butanamide), C(=O)([O-])[O-].[K+].[K+] (K2CO3), N1CCOCC1 (morpholine). The solvent is CC#N (MeCN), CC#N (MeCN). Reaction conditions: temperature 105 celsius. The product is CN(C(CCCN1CCOCC1)=O)OC (N-methyl-N-(methyloxy)-4-(4-morpholinyl)butanamide). The yield is 44.2%. As a reaction SMILES: Cl[CH2:2][CH2:3][CH2:4][C:5]([N:7]([CH3:10])[O:8][CH3:9])=[O:6].C([O-])([O-])=O.[K+].[K+].[NH:17]1[CH2:22][CH2:21][O:20][CH2:19][CH2:18]1>CC#N>[CH3:10][N:7]([O:8][CH3:9])[C:5](=[O:6])[CH2:4][CH2:3][CH2:2][N:17]1[CH2:22][CH2:21][O:20][CH2:19][CH2:18]1 |f:1.2.3|. Procedure: To a solution of the product from Step 1 (3.01 g, 18.1 mmol) in MeCN (40 mL), was added K2CO3 (10 g, 72.4 mmol) and morpholine (1.58 mL, 18.1 mmol). This mixture was then heated to 105° C. in a sealed tube for overnight. The reaction mixture then diluted with MeCN (50 mL), then filtered and concentrated. Residue was taken up in Et2O (100 mL), washed with brine, dried over Na2SO4, filtered and concentrated to afford the title compound as a colorless oil (1.73 g, 44%), which was used directly to n... Starting materials: BrC=1OC=CC1 (2-bromofuran), [Li]CCCC (n-BuLi), CON(C(=O)C1=CC2CN(CC2C1)C(=O)OC(C)(C)C)C (N-methoxy-N-methyl-3-(tert-butoxycarbonyl)-3-azabicyclo[3.3.0]oct-6-ene-7-carboxamide). Run in C1CCOC1 (THF), C1CCOC1 (THF). Reaction conditions: time 1 hour. Yields the product O1C(=CC=C1)C(=O)C1=CC2CN(CC2C1)C(=O)OC(C)(C)C (2-furanyl(3-(tert-butoxycarbonyl)-3-azabicyclo[3.3.0]oct-6-en-7-yl)methanone). Isolated yield 50.7%. RXN SMILES: Br[C:2]1[O:3][CH:4]=[CH:5][CH:6]=1.[Li]CCCC.CON(C)[C:15]([C:17]1[CH2:24][CH:23]2[CH:19]([CH2:20][N:21]([C:25]([O:27][C:28]([CH3:31])([CH3:30])[CH3:29])=[O:26])[CH2:22]2)[CH:18]=1)=[O:16]>C1COCC1>[O:3]1[CH:4]=[CH:5][CH:6]=[C:2]1[C:15]([C:17]1[CH2:24][CH:23]2[CH:19]([CH2:20][N:21]([C:25]([O:27][C:28]([CH3:31])([CH3:30])[CH3:29])=[O:26])[CH2:22]2)[CH:18]=1)=[O:16]. Procedure: To a solution of 2-bromofuran (0.11 g, 0.74 mmol) in THF (3 mL) at −78° C. was added n-BuLi solution (2.5 M solution in hexanes, 0.30 mL, 0.75 mmol) and the mixture was stirred for 1 h. A solution of N-methoxy-N-methyl-3-(tert-butoxycarbonyl)-3-azabicyclo[3.3.0]oct-6-ene-7-carboxamide (0.20 g, 0.65 mmol) in THF (2 mL) was added, and the mixture was warmed to ambient temperature over 8 h. The reaction was quenched with water (0.2 mL), diluted with of ethyl (20 mL) acetate, dried over anhydrous so... Yields the product [I-].C1(=CC=CC=C1)[P+](CC)(CC)C1=CC=CC=C1 (diphenyl-diethyl-phosphonium iodide). The reactants are C([O-])([O-])=O.[K+].[K+] (potassium carbonate), C1(=CC=CC=C1)PC1=CC=CC=C1 (diphenylphosphine), C(C)O (ethanol), C(C)I (ethyl iodide). Procedure details: 50 g of diphenylphosphine were mixed with 150 ml of ethanol under nitrogen atmosphere. 37.12 g of potassium carbonate were then added to the mixture and the mixture was stirred. Finally, 125.73 g of ethyl iodide were added dropwise. After 48 hours at 50° C., the ethanol was removed. The product was then dissolved in chloroform. The chloroform was evaporated and the solid washed with diethyl ether and dried under vacuum. 98.45 g of diphenyl-diethyl-phosphonium iodide were obtained (98.5% wt. yiel... Reaction SMILES: [C:1]1([PH:7][C:8]2[CH:13]=[CH:12][CH:11]=[CH:10][CH:9]=2)[CH:6]=[CH:5][CH:4]=[CH:3][CH:2]=1.C(=O)([O-])[O-].[K+].[K+].[CH2:20]([I:22])[CH3:21].[CH2:23](O)[CH3:24]>>[I-:22].[C:8]1([P+:7]([C:1]2[CH:2]=[CH:3][CH:4]=[CH:5][CH:6]=2)([CH2:20][CH3:21])[CH2:23][CH3:24])[CH:9]=[CH:10][CH:11]=[CH:12][CH:13]=1 |f:1.2.3,6.7|. Conditions: time 48 hour. The reactants are O=C1N(C(CC1)=O)CCCN1C(C(=C(C2=NC=C(C=C12)CC1=CC=C(C=C1)F)O)C(=O)OCC)=O (ethyl 1-[3-(2,5-dioxo-1-pyrrolidinyl)propyl]-7-[(4-fluorophenyl)methyl]-4-hydroxy-2-oxo-1,2-dihydro-1,5-naphthyridine-3-carboxylate), COCCN (2-methoxyethylamine). The product is O=C1N(C(CC1)=O)CCCN1C(C(=C(C2=NC=C(C=C12)CC1=CC=C(C=C1)F)O)C(=O)NCCOC)=O (1-[3-(2,5-Dioxo-1-pyrrolidinyl)propyl]-7-[(4-fluorophenyl)methyl]-4-hydroxy-N-[2-(methyloxy)ethyl]-2-oxo-1,2-dihydro-1,5-naphthyridine-3-carboxamide). As a reaction SMILES: [O:1]=[C:2]1[CH2:6][CH2:5][C:4](=[O:7])[N:3]1[CH2:8][CH2:9][CH2:10][N:11]1[C:20]2[C:15](=[N:16][CH:17]=[C:18]([CH2:21][C:22]3[CH:27]=[CH:26][C:25]([F:28])=[CH:24][CH:23]=3)[CH:19]=2)[C:14]([OH:29])=[C:13]([C:30](OCC)=[O:31])[C:12]1=[O:35].[CH3:36][O:37][CH2:38][CH2:39][NH2:40]>>[O:1]=[C:2]1[CH2:6][CH2:5][C:4](=[O:7])[N:3]1[CH2:8][CH2:9][CH2:10][N:11]1[C:20]2[C:15](=[N:16][CH:17]=[C:18]([CH2:21][C:22]3[CH:23]=[CH:24][C:25]([F:28])=[CH:26][CH:27]=3)[CH:19]=2)[C:14]([OH:29])=[C:13]([C:30]([NH:40][CH2:39][CH2:38][O:37][CH3:36])=[O:31])[C:12]1=[O:35]. Procedure: This compound was prepared from ethyl 1-[3-(2,5-dioxo-1-pyrrolidinyl)propyl]-7-[(4-fluorophenyl)methyl]-4-hydroxy-2-oxo-1,2-dihydro-1,5-naphthyridine-3-carboxylate and 2-methoxyethylamine employing methods similar to those described in Example 202 and was obtained as a white solid. 1H NMR (400 MHz, CDCl3) δ 10.27 (s, 1 H), 8.56 (s, 1 H), 7.34 (s, 1 H), 7.19 (dd, J=8.4, 5.4 Hz, 2 H), 7.04 (t, J=8.6 Hz, 2 H), 4.18-4.12 (m, 4 H), 3.64 (m, 2 H), 3.61-3.57 (m, 4 H), 3.42 (s, 3 H), 2.73 (s, 4 H), 1.91... Reactants: COC(=O)c1ccc(CC(CCc2ccc(C#N)cc2)C(=O)O)cc1, O=C([O-])O, C1CCOC1, [Na+]. Product: COC(=O)c1ccc(CC(CO)CCc2ccc(C#N)cc2)cc1. RXN SMILES: [C:1](=[O:2])([OH:3])[CH:4]([CH2:5][c:6]1[cH:7][cH:8][c:9]([C:10](=[O:11])[O:12][CH3:13])[cH:14][cH:15]1)[CH2:16][CH2:17][c:18]1[cH:19][cH:20][c:21]([C:24]#[N:25])[cH:22][cH:23]1.[C:26](=[O:27])([OH:28])[O-:29].[CH2:31]1[O:32][CH2:33][CH2:34][CH2:35]1.[Na+:30]>>[CH2:1]([OH:2])[CH:4]([CH2:5][c:6]1[cH:7][cH:8][c:9]([C:10](=[O:11])[O:12][CH3:13])[cH:14][cH:15]1)[CH2:16][CH2:17][c:18]1[cH:19][cH:20][c:21]([C:24]#[N:25])[cH:22][cH:23]1. Reactants: O(C1=CC=CC=C1)CC(=O)NC1[C@@H]2N(C(C(S2=O)(C)C)C(=O)OCC2=CC=C(C=C2)[N+](=O)[O-])C1=O (p-nitrobenzyl 6-phenoxyacetamido-2,2-dimethylpenam-3-carboxylate-1-oxide), ClN(S(=O)(=O)C1=CC=C(C=C1)C)C (N-chloro-N-methyl-p-toluenesulfonamide). Product: CC(C(C(=O)OCC1=CC=C(C=C1)[N+](=O)[O-])N1C(C(C1=O)NC(COC1=CC=CC=C1)=O)S(=O)Cl)=C (p-Nitrobenzyl 3-Methyl-2-(2-chlorosulfinyl-4-oxo-3-phenoxyacetamido-1-azetidinyl)-3-butenoate). Reaction SMILES: [O:1]([CH2:8][C:9]([NH:11][CH:12]1[C:34](=[O:35])[N:14]2[CH:15]([C:21]([O:23][CH2:24][C:25]3[CH:30]=[CH:29][C:28]([N+:31]([O-:33])=[O:32])=[CH:27][CH:26]=3)=[O:22])[C:16]([CH3:20])([CH3:19])[S:17](=[O:18])[C@H:13]12)=[O:10])[C:2]1[CH:7]=[CH:6][CH:5]=[CH:4][CH:3]=1.[Cl:36]N(C)S(C1C=CC(C)=CC=1)(=O)=O>>[CH3:19][C:16](=[CH2:20])[CH:15]([N:14]1[C:34](=[O:35])[CH:12]([NH:11][C:9](=[O:10])[CH2:8][O:1][C:2]2[CH:7]=[CH:6][CH:5]=[CH:4][CH:3]=2)[CH:13]1[S:17]([Cl:36])=[O:18])[C:21]([O:23][CH2:24][C:25]1[CH:30]=[CH:29][C:28]([N+:31]([O-:33])=[O:32])=[CH:27][CH:26]=1)=[O:22]. Procedure details: To 150 ml. of distilled and molecular sieve-dried toluene were added 3.0 g. (6 mmol.) of p-nitrobenzyl 6-phenoxyacetamido-2,2-dimethylpenam-3-carboxylate-1-oxide and 1.3 g. (6 mmol.) of N-chloro-N-methyl-p-toluenesulfonamide. The mixture was heated at reflux for 60 minutes. The resulting reaction mixture then was cooled to room temperature. An aliquot (15 ml.) was separated, washed with water, and brine, dried over magnesium sulfate, and evaporated to dryness in vacuo. The nmr spectrum of the re... Reactants: BrC=1C=C(C=NC1OCC1CC1)C(=O)O (5-bromo-6-(cyclopropylmethoxy)-3-pyridinecarboxylic acid), FC=1C=C(C=CC1F)B(O)O (B-(3,4-difluorophenyl)-boronic acid). The product is C1(CC1)COC1=NC=C(C(=O)O)C=C1C1=CC(=C(C=C1)F)F (6-(cyclopropylmethoxy)-5-(3,4-difluorophenyl)nicotinic acid). As a reaction SMILES: Br[C:2]1[CH:3]=[C:4]([C:13]([OH:15])=[O:14])[CH:5]=[N:6][C:7]=1[O:8][CH2:9][CH:10]1[CH2:12][CH2:11]1.[F:16][C:17]1[CH:18]=[C:19](B(O)O)[CH:20]=[CH:21][C:22]=1[F:23]>>[CH:10]1([CH2:9][O:8][C:7]2[C:2]([C:20]3[CH:19]=[CH:18][C:17]([F:16])=[C:22]([F:23])[CH:21]=3)=[CH:3][C:4]([C:13]([OH:15])=[O:14])=[CH:5][N:6]=2)[CH2:12][CH2:11]1. Procedure details: The title compound was synthesized in analogy to Example BQ using 5-bromo-6-(cyclopropylmethoxy)-3-pyridinecarboxylic acid (CAN 912454-38-7) and B-(3,4-difluorophenyl)-boronic acid, (CAN 168267-41-2) as starting materials; MS (ESI): 304.2 (M−H)−. Starting materials: N#CCCCCBr, Cc1c(-c2cccnc2)[nH]c2ccccc12, [H-], [Na+], CN(C)C=O, O. The product is Cc1c(-c2cccnc2)n(CCCCC#N)c2ccccc12. As a reaction SMILES: [Br:19][CH2:20][CH2:21][CH2:22][CH2:23][C:24]#[N:25].[CH3:1][c:2]1[c:3](-[c:11]2[cH:12][n:13][cH:14][cH:15][cH:16]2)[nH:4][c:5]2[cH:6][cH:7][cH:8][cH:9][c:10]12.[H-:17].[Na+:18].[O:27]=[CH:28][N:29]([CH3:30])[CH3:31].[OH2:26]>>[CH3:1][c:2]1[c:3](-[c:11]2[cH:12][n:13][cH:14][cH:15][cH:16]2)[n:4]([CH2:20][CH2:21][CH2:22][CH2:23][C:24]#[N:25])[c:5]2[cH:6][cH:7][cH:8][cH:9][c:10]12. The reactants are CC(=O)c1ccc2ncc(C(C)c3ccc4c(cnn4C)c3)n2n1, Cl, NOCCO. Product: CC(=NOCCO)c1ccc2ncc(C(C)c3ccc4c(cnn4C)c3)n2n1. Reaction SMILES: [CH3:1][n:2]1[n:3][cH:4][c:5]2[cH:6][c:7]([CH:11]([CH3:12])[c:13]3[cH:14][n:15][c:16]4[n:17]3[n:18][c:19]([C:22]([CH3:23])=[O:24])[cH:20][cH:21]4)[cH:8][cH:9][c:10]12.[ClH:25].[NH2:26][O:27][CH2:28][CH2:29][OH:30]>>[CH3:1][n:2]1[n:3][cH:4][c:5]2[cH:6][c:7]([CH:11]([CH3:12])[c:13]3[cH:14][n:15][c:16]4[n:17]3[n:18][c:19]([C:22]([CH3:23])=[N:26][O:27][CH2:28][CH2:29][OH:30])[cH:20][cH:21]4)[cH:8][cH:9][c:10]12.